From a dataset of the Open Reaction Database (ORD), a public repository of structured organic reaction records. describe an organic reaction: reactants, conditions, products, and yield The reactants are O=C(O)C1CCc2c(c3ccccc3n2C(=O)c2ccccc2)C1, O=C([O-])O, O=C(OCCl)c1ccccc1, CN(C)C=O, [K+]. Product: O=C(OCOC(=O)C1CCc2c(c3ccccc3n2C(=O)c2ccccc2)C1)c1ccccc1. RXN SMILES: [C:1]([c:2]1[cH:3][cH:4][cH:5][cH:6][cH:7]1)(=[O:8])[n:9]1[c:10]2[cH:11][cH:12][cH:13][cH:14][c:15]2[c:16]2[c:21]1[CH2:20][CH2:19][CH:18]([C:22](=[O:23])[OH:24])[CH2:17]2.[C:25](=[O:26])([OH:27])[O-:28].[C:30]([c:31]1[cH:32][cH:33][cH:34][cH:35][cH:36]1)(=[O:37])[O:38][CH2:39][Cl:40].[CH3:41][N:42]([CH3:43])[CH:44]=[O:45].[K+:29]>>[C:1]([c:2]1[cH:3][cH:4][cH:5][cH:6][cH:7]1)(=[O:8])[n:9]1[c:10]2[cH:11][cH:12][cH:13][cH:14][c:15]2[c:16]2[c:21]1[CH2:20][CH2:19][CH:18]([C:22](=[O:23])[O:24][CH2:39][O:38][C:30]([c:31]1[cH:32][cH:33][cH:34][cH:35][cH:36]1)=[O:37])[CH2:17]2. Starting materials: C(#C)[Mg]Br (ethynyl magnesium bromide), CC(C=O)=CCC (2-methyl-2-pentenal), [Cl-].[NH4+] (ammonium cloride), ice. Solvent: O1CCCC1 (tetrahydrofuran). Conditions: time 3 hour. The product is C(#C)C(C(=CCC)C)O (1-ethynyl-2-methyl-2-pentenyl alcohol). Isolated yield 364.8%. Reaction SMILES: [C:1]([Mg]Br)#[CH:2].[CH3:5][C:6](=[CH:9][CH2:10][CH3:11])[CH:7]=[O:8].[Cl-].[NH4+]>O1CCCC1>[C:1]([CH:7]([OH:8])[C:6]([CH3:5])=[CH:9][CH2:10][CH3:11])#[CH:2] |f:2.3|. Procedure: To a solution of ethynyl magnesium bromide (prepared from 2.91 g of magnesium) in 100 ml of tetrahydrofuran, was added dropwise 9.8 g of 2-methyl-2-pentenal at a temperature from 0° C to 10° C under cooling with ice-bath. The resulting reaction solution was stirred for 3 hours at room temperature to complete the reaction and then the reaction solution was poured into a saturated ammonium cloride solution with 50 g of ice. After stirring, the solution was extracted twice with 100 ml of ether and ...